From a dataset of the Open Reaction Database (ORD), a public repository of structured organic reaction records. describe an organic reaction: reactants, conditions, products, and yield The reactants are CC[SiH](CC)CC, CCOC(C)=O, CCCCCN1C(=O)C(O)(c2cc3c(cc2O)OCO3)c2cnccc21. Yields the product CCCCCN1C(=O)C(c2cc3c(cc2O)OCO3)c2cnccc21. Reaction SMILES: [CH2:27]([SiH:28]([CH2:29][CH3:30])[CH2:31][CH3:32])[CH3:33].[CH3:34][CH2:35][O:36][C:37](=[O:38])[CH3:39].[OH:1][C:2]1([c:17]2[cH:18][c:19]3[c:20]([cH:24][c:25]2[OH:26])[O:21][CH2:22][O:23]3)[C:3](=[O:16])[N:4]([CH2:11][CH2:12][CH2:13][CH2:14][CH3:15])[c:5]2[c:6]1[cH:7][n:8][cH:9][cH:10]2>>[CH:2]1([c:17]2[cH:18][c:19]3[c:20]([cH:24][c:25]2[OH:26])[O:21][CH2:22][O:23]3)[C:3](=[O:16])[N:4]([CH2:11][CH2:12][CH2:13][CH2:14][CH3:15])[c:5]2[c:6]1[cH:7][n:8][cH:9][cH:10]2. Starting materials: C(C=C)C1=C(COCC2=NN3C(N=C(C(=C3N3CCC(CC3)(C)OCC=C)[C@@H](C(=O)OCC)OC(C)(C)C)C)=C2)C=C(C(=C1)F)F ((S)-ethyl 2-(2-(((2-allyl-4,5-difluorobenzyl)oxy)methyl)-7-(4-(allyloxy)-4-methylpiperidin-1-yl)-5-methylpyrazolo[1,5-a]pyrimidin-6-yl)-2-(tert-butoxy)acetate), [BH4-].[Na+] (Sodium borohydride). Reagents/catalysts: Cl[Ru]([P](C1CCCCC1)(C2CCCCC2)C3CCCCC3)(=CC4=CC=CC=C4)(Cl)=C5N(C6=C(C)C=C(C)C=C6C)CCN5C7=C(C)C=C(C)C=C7C (Grubbs II). The solvent is C(Cl)Cl (DCM). Reaction conditions: time 1 hour. Product: C(C)(C)(C)O[C@H](C(=O)OCC)C1=C2N3CCC(OCCCCC=4C=C(C(=CC4COCC4=NN2C(N=C1C)=C4)F)F)(CC3)C (ethyl (2S)-2-(tert-butoxy)-2-{15,16-difluoro-4,24-dimethyl-11,23-dioxa-1,5,7,8-tetraazapentacyclo[22.2.2.16,9.02,7.013,18]nonacosa-2,4,6(29),8,13(18),14,16-heptaen-3-yl}acetate). The yield is 62.8%. As a reaction SMILES: [CH2:1]([C:4]1[CH:44]=[C:43]([F:45])[C:42]([F:46])=[CH:41][C:5]=1[CH2:6][O:7][CH2:8][C:9]1[CH:40]=[C:12]2[N:13]=[C:14]([CH3:39])[C:15]([C@H:28]([O:34][C:35]([CH3:38])([CH3:37])[CH3:36])[C:29]([O:31][CH2:32][CH3:33])=[O:30])=[C:16]([N:17]3[CH2:22][CH2:21][C:20]([O:24][CH2:25][CH:26]=[CH2:27])([CH3:23])[CH2:19][CH2:18]3)[N:11]2[N:10]=1)C=C.[BH4-].[Na+]>Cl[Ru](=C1N(C2C(C)=CC(C)=CC=2C)CCN1C1C(C)=CC(C)=CC=1C)(Cl)(=CC1C=CC=CC=1)[P](C1CCCCC1)(C1CCCCC1)C1CCCCC1.C(Cl)Cl>[C:35]([O:34][C@@H:28]([C:15]1[C:14]([CH3:39])=[N:13][C:12]2=[CH:40][C:9]3=[N:10][N:11]2[C:16]=1[N:17]1[CH2:18][CH2:19][C:20]([CH3:23])([O:24][CH2:25][CH2:26][CH2:27][CH2:1][C:4]2[CH:44]=[C:43]([F:45])[C:42]([F:46])=[CH:41][C:5]=2[CH2:6][O:7][CH2:8]3)[CH2:21][CH2:22]1)[C:29]([O:31][CH2:32][CH3:33])=[O:30])([CH3:37])([CH3:36])[CH3:38] |f:1.2,^1:81|. Reported procedure: A mixture of (S)-ethyl 2-(2-(((2-allyl-4,5-difluorobenzyl)oxy)methyl)-7-(4-(allyloxy)-4-methylpiperidin-1-yl)-5-methylpyrazolo[1,5-a]pyrimidin-6-yl)-2-(tert-butoxy)acetate (100 mg, 0.156 mmol) and Grubbs II catalyst (13.25 mg, 0.016 mmol) in DCM (100 mL) was refluxed for 2 h. It was then concentrated and the residue was dissolved in MeOH (2 mL). Sodium borohydride (5.90 mg, 0.156 mmol) was added and stirred at rt for 1 h. It was then quenched with NH4Cl, extracted with EtOAc. The organic layer w... Starting materials: CS(=O)(=O)C1=NC=CC(=N1)N1C=NC2=C1C=CC=C2 (2-Methanesulfonyl-4-[benzimidazol-1-yl]pyrimidine), C1(=CC=CC2=CC=CC=C12)[C@H](C)N ((S)-1-(1-naphthyl)ethylamine). Product: C1(=CC=CC2=CC=CC=C12)[C@H](C)NC1=NC=CC(=N1)N1C=NC2=C1C=CC=C2 (2-[(S)-1-(1-Naphthyl)ethylamino]-4-[benzimidazol-1-yl]pyrimidine). RXN SMILES: CS([C:5]1[N:10]=[C:9]([N:11]2[C:15]3[CH:16]=[CH:17][CH:18]=[CH:19][C:14]=3[N:13]=[CH:12]2)[CH:8]=[CH:7][N:6]=1)(=O)=O.[C:20]1([C@@H:30]([NH2:32])[CH3:31])[C:29]2[C:24](=[CH:25][CH:26]=[CH:27][CH:28]=2)[CH:23]=[CH:22][CH:21]=1>>[C:20]1([C@@H:30]([NH:32][C:5]2[N:10]=[C:9]([N:11]3[C:15]4[CH:16]=[CH:17][CH:18]=[CH:19][C:14]=4[N:13]=[CH:12]3)[CH:8]=[CH:7][N:6]=2)[CH3:31])[C:29]2[C:24](=[CH:25][CH:26]=[CH:27][CH:28]=2)[CH:23]=[CH:22][CH:21]=1. Reported procedure: 2-Methanesulfonyl-4-[benzimidazol-1-yl]pyrimidine was reacted with (S)-1-(1-naphthyl)ethylamine according to the procedure described in EXAMPLE 1, Step C to afford the title compound. Mass Spectrum (ESI): m/e 366.1 (M+1). 1H NMR (500 MHz, CDCl3): δ partial 8.40 (d, J=4.6 Hz, 1H); 8.34 (br s, 1H); 8.23 (d, J=8.2 Hz, 1H); 7.97 (d, J=7.6 Hz, 1H); 7.82 (d, J=8.2 Hz, 1H); 7.67 (d, J=6.9 Hz, 1H); 7.47 (t, J=7.7 Hz, 1H); 6.77 (s, 1H); 6.03 (br s, 2H); 1.80 (d, J=6.7 Hz, 3H). Reactants: N1=CC=C(C=C1)CCCOC1=CC=C(C(=O)OC)C=C1 (Methyl 4- [3 -(Pyridin-4-yl)propyloxy]benzoate), [Li+].[OH-] (LiOH), C1CCOC1 (THF). The solvent is C(Cl)Cl.CO.CC(=O)O (CH2Cl2 CH3OH AcOH). Reaction conditions: time 20 hour. Product: N1=CC=C(C=C1)CCCOC1=CC=C(C(=O)O)C=C1 (4-[3-(Pyridin-4-yl)propyloxy]benzoic acid). As a reaction SMILES: [N:1]1[CH:6]=[CH:5][C:4]([CH2:7][CH2:8][CH2:9][O:10][C:11]2[CH:20]=[CH:19][C:14]([C:15]([O:17]C)=[O:16])=[CH:13][CH:12]=2)=[CH:3][CH:2]=1.[Li+].[OH-].C1COCC1>C(Cl)Cl.CO.CC(O)=O>[N:1]1[CH:2]=[CH:3][C:4]([CH2:7][CH2:8][CH2:9][O:10][C:11]2[CH:12]=[CH:13][C:14]([C:15]([OH:17])=[O:16])=[CH:19][CH:20]=2)=[CH:5][CH:6]=1 |f:1.2,4.5.6|. Procedure: A solution of 19-4 (3.2 g, 11.9 mmol), 1N LiOH (25 mL), and THF (50 mL) was stirred overnight at ambient temperature. After 20 h, the solution was washed with EtOAc and then acidified with 10% KHSO4 to give a suspension of white solid. The aqueous portion was extracted with CHCl3 and then the aqueous portion containing the solid was filtered. After drying the solid at 50° C. for 3 h, 19-5 was obtained. Rf 0.47 (silica, 10/1/1 CH2Cl2 /CH3OH/AcOH). The reactants are FC1=CC=C(C=C1)C(C(CC(C(C)C)=O)C1=CC=CC=C1)=O (1-(4-fluorophenyl)-5-methyl-2-phenyl-1,4-hexanedione), NCC[C@@H]1C[C@@H](OB(O1)C1=CC=C(C=C1)OC)CC(=O)OC(C)(C)C (t-butyl 2-((4R,6R)-6-(2-aminoethyl)-2-(4-methoxyphenyl)-1,3,2-dioxaborinan-4-yl)acetate). Product: FC1=CC=C(C=C1)C=1N(C(=CC1C1=CC=CC=C1)C(C)C)CC[C@@H]1C[C@@H](OB(O1)C1=CC=C(C=C1)OC)CC(=O)OC(C)(C)C (t-butyl 2-((4R,6R)-6-(2-(2-(4-fluorophenyl)-5-isopropyl-3-phenyl-1H-pyrrol-1-yl)ethyl)-2-(4-methoxyphenyl)-1,3,2-dioxaborinan-4-yl)acetate). As a reaction SMILES: [F:1][C:2]1[CH:7]=[CH:6][C:5]([C:8](=O)[CH:9]([C:16]2[CH:21]=[CH:20][CH:19]=[CH:18][CH:17]=2)[CH2:10][C:11](=O)[CH:12]([CH3:14])[CH3:13])=[CH:4][CH:3]=1.[NH2:23][CH2:24][CH2:25][C@H:26]1[O:31][B:30]([C:32]2[CH:37]=[CH:36][C:35]([O:38][CH3:39])=[CH:34][CH:33]=2)[O:29][C@@H:28]([CH2:40][C:41]([O:43][C:44]([CH3:47])([CH3:46])[CH3:45])=[O:42])[CH2:27]1>>[F:1][C:2]1[CH:7]=[CH:6][C:5]([C:8]2[N:23]([CH2:24][CH2:25][C@H:26]3[O:31][B:30]([C:32]4[CH:37]=[CH:36][C:35]([O:38][CH3:39])=[CH:34][CH:33]=4)[O:29][C@@H:28]([CH2:40][C:41]([O:43][C:44]([CH3:47])([CH3:46])[CH3:45])=[O:42])[CH2:27]3)[C:11]([CH:12]([CH3:14])[CH3:13])=[CH:10][C:9]=2[C:16]2[CH:21]=[CH:20][CH:19]=[CH:18][CH:17]=2)=[CH:4][CH:3]=1. Procedure details: According to the same method as in Example 4-1, the title compound was synthesized using 1-(4-fluorophenyl)-5-methyl-2-phenyl-1,4-hexanedione and t-butyl 2-((4R,6R)-6-(2-aminoethyl)-2-(4-methoxyphenyl)-1,3,2-dioxaborinan-4-yl)acetate.